From a dataset of the Open Reaction Database (ORD), a public repository of structured organic reaction records. describe an organic reaction: reactants, conditions, products, and yield Starting materials: O (H2O), FC(C=1C=C(CNCC2=C(C=CC(=C2)C(F)(F)F)C2=C(C=CC(=C2)C(C)C)OC)C=C(C1)C(F)(F)F)(F)F ([3,5-bis(trifluoromethyl)benzyl]{[5′-isopropyl-2′-methoxy-4-(trifluoromethyl)biphenyl-2-yl]methyl}amine), CS(=O)(=O)Cl (methanesulfonyl chloride), C(C)(C)N(C(C)C)CC (N,N-diisopropylethylamine). The solvent is C(Cl)Cl (CH2Cl2). The product is FC(C=1C=C(CN(S(=O)(=O)C)CC2=C(C=CC(=C2)C(F)(F)F)C2=C(C=CC(=C2)C(C)C)OC)C=C(C1)C(F)(F)F)(F)F (N-[3,5-bis(trifluoromethyl)benzyl]-N-{[5′-isopropyl-2′-methoxy-4-(trifluoromethyl)biphenyl-2-yl]methyl}methanesulfonamide). As a reaction SMILES: [F:1][C:2]([F:38])([F:37])[C:3]1[CH:4]=[C:5]([CH:30]=[C:31]([C:33]([F:36])([F:35])[F:34])[CH:32]=1)[CH2:6][NH:7][CH2:8][C:9]1[CH:14]=[C:13]([C:15]([F:18])([F:17])[F:16])[CH:12]=[CH:11][C:10]=1[C:19]1[CH:24]=[C:23]([CH:25]([CH3:27])[CH3:26])[CH:22]=[CH:21][C:20]=1[O:28][CH3:29].[CH3:39][S:40](Cl)(=[O:42])=[O:41].C(N(CC)C(C)C)(C)C.O>C(Cl)Cl>[F:1][C:2]([F:37])([F:38])[C:3]1[CH:4]=[C:5]([CH:30]=[C:31]([C:33]([F:36])([F:34])[F:35])[CH:32]=1)[CH2:6][N:7]([CH2:8][C:9]1[CH:14]=[C:13]([C:15]([F:18])([F:17])[F:16])[CH:12]=[CH:11][C:10]=1[C:19]1[CH:24]=[C:23]([CH:25]([CH3:26])[CH3:27])[CH:22]=[CH:21][C:20]=1[O:28][CH3:29])[S:40]([CH3:39])(=[O:42])=[O:41]. Procedure: To a solution of [3,5-bis(trifluoromethyl)benzyl]{[5′-isopropyl-2′-methoxy-4-(trifluoromethyl)biphenyl-2-yl]methyl}amine (8.3 mg, 0.015 mmol) (Example 20) and methanesulfonyl chloride (10.5 μL, 0.135 mmol) in CH2Cl2 (500 μL) was added N,N-diisopropylethylamine (47.4 μL, 0.273 mmol). The reaction was stirred at room temperature for twenty minutes and then was poured into H2O (10 mL). The mixture was extracted with EtOAc (50 mL), and the organic extracts were washed with brine (10 mL), dried over ... Reactants: SC=1NC2=C(N1)C=CC=C2 (2-mercaptobenzimidazole), C[O-].[Na+] (sodium methoxide), C(C)(=O)OCC1=NC=CC(=C1C)OCCCC (2-acetoxymethyl-3-methyl-4-butoxy-pyridine), S(=O)(Cl)Cl (thionyl chloride). Run in CO (methanol), C(Cl)(Cl)Cl (chloroform), CO (methanol). Product: C(CCC)OC1=C(C(=NC=C1)CSC1=NC2=C(N1)C=CC=C2)C (2-[(4-n-butoxy-3-methylpyridin-2-yl)-methylthio]-1H-benzimidazole). Isolated yield 106.5%. As a reaction SMILES: C(O[CH2:5][C:6]1[C:11]([CH3:12])=[C:10]([O:13][CH2:14][CH2:15][CH2:16][CH3:17])[CH:9]=[CH:8][N:7]=1)(=O)C.S(Cl)(Cl)=O.[SH:22][C:23]1[NH:24][C:25]2[CH:31]=[CH:30][CH:29]=[CH:28][C:26]=2[N:27]=1.C[O-].[Na+]>C(Cl)(Cl)Cl.CO>[CH2:14]([O:13][C:10]1[CH:9]=[CH:8][N:7]=[C:6]([CH2:5][S:22][C:23]2[NH:27][C:26]3[CH:28]=[CH:29][CH:30]=[CH:31][C:25]=3[N:24]=2)[C:11]=1[CH3:12])[CH2:15][CH2:16][CH3:17] |f:3.4|. Procedure: 8.3 g of 2-acetoxymethyl-3-methyl-4-butoxy-pyridine was dissolved in chloroform, and 21.6 g (4 eq.) of thionyl chloride was added. The mixture was heated to reflux for one hour and then concentrated, and a residue resulting therefrom was dissolved in methanol. The solution was added in advance to 6.1 g (1 eq.) of 2-mercaptobenzimidazole, 230 mL of a 28% sodium methoxide solution, and 120 mL of methanol, and the mixture was heated to reflux for one hour. Methanol was distilled off, ice was added ...